Dataset: the Open Reaction Database (ORD), a public repository of structured organic reaction records. Task: describe an organic reaction: reactants, conditions, products, and yield The reactants are CC(C)(C)OC(=O)Nc1ccc(-c2ccccc2F)cc1NC(=O)CC(=O)c1cccc(-c2cnccn2)c1, ClCCl, O=C(O)C(F)(F)F. Yields the product O=C1CC(c2cccc(-c3cnccn3)c2)=Nc2ccc(-c3ccccc3F)cc2N1. As a reaction SMILES: [C:1]([O:2][C:3](=[O:4])[NH:7][c:8]1[c:9]([NH:21][C:22]([CH2:23][C:24](=[O:5])[c:25]2[cH:26][c:27](-[c:31]3[n:32][cH:33][cH:34][n:35][cH:36]3)[cH:28][cH:29][cH:30]2)=[O:38])[cH:10][c:11](-[c:14]2[c:15]([F:20])[cH:16][cH:17][cH:18][cH:19]2)[cH:12][cH:13]1)([CH3:6])([CH3:37])[CH3:39].[Cl:47][CH2:48][Cl:49].[F:40][C:41]([F:42])([F:43])[C:44]([OH:45])=[O:46]>>[N:7]1=[C:24]([c:25]2[cH:26][c:27](-[c:31]3[n:32][cH:33][cH:34][n:35][cH:36]3)[cH:28][cH:29][cH:30]2)[CH2:23][C:22](=[O:38])[NH:21][c:9]2[c:8]1[cH:13][cH:12][c:11](-[c:14]1[c:15]([F:20])[cH:16][cH:17][cH:18][cH:19]1)[cH:10]2. The reactants are COc1cc2c(Oc3ccc(Br)cc3F)ncnc2cc1OCCCN(C)S(C)(=O)=O, O=C([O-])O, Cl, [Na+]. Product: COc1cc2c(=O)[nH]cnc2cc1OCCCN(C)S(C)(=O)=O. As a reaction SMILES: [Br:1][c:2]1[cH:3][cH:4][c:5]([O:6][c:7]2[n:8][cH:9][n:10][c:11]3[cH:12][c:13]([O:19][CH2:20][CH2:21][CH2:22][N:23]([S:24](=[O:25])(=[O:26])[CH3:27])[CH3:28])[c:14]([O:17][CH3:18])[cH:15][c:16]23)[c:29]([F:30])[cH:31]1.[C:32](=[O:33])([O-:34])[OH:35].[ClH:37].[Na+:36]>>[O:6]=[c:7]1[nH:8][cH:9][n:10][c:11]2[cH:12][c:13]([O:19][CH2:20][CH2:21][CH2:22][N:23]([S:24](=[O:25])(=[O:26])[CH3:27])[CH3:28])[c:14]([O:17][CH3:18])[cH:15][c:16]12. Starting materials: CC(C(=O)O)C=1C=CC2=C(CC=3C(=NC(=CC3)C)O2)C1 (α,2-dimethyl-5H-[1]benzopyrano [2,3-b]pyridine-7-acetic acid), C([O-])([O-])=O.[K+].[K+] (potassium carbonate), ClCCC(=O)N (3-chloropropionamide), ice water. The solvent is CN(C=O)C (dimethylformamide). Reaction conditions: temperature 70 celsius, time 7.5 hour. Product: CC(C(=O)OCCC(N)=O)C=1C=CC2=C(CC=3C(=NC(=CC3)C)O2)C1 (2-carbamoylethyl α,2-dimethyl-5H-[1]benzopyrano[2,3-b]pyridine7-acetate). Isolated yield 70.3%. As a reaction SMILES: [CH3:1][CH:2]([C:6]1[CH:7]=[CH:8][C:9]2[O:19][C:13]3=[N:14][C:15]([CH3:18])=[CH:16][CH:17]=[C:12]3[CH2:11][C:10]=2[CH:20]=1)[C:3]([OH:5])=[O:4].C(=O)([O-])[O-].[K+].[K+].Cl[CH2:28][CH2:29][C:30]([NH2:32])=[O:31]>CN(C)C=O>[CH3:1][CH:2]([C:6]1[CH:7]=[CH:8][C:9]2[O:19][C:13]3=[N:14][C:15]([CH3:18])=[CH:16][CH:17]=[C:12]3[CH2:11][C:10]=2[CH:20]=1)[C:3]([O:5][CH2:28][CH2:29][C:30](=[O:31])[NH2:32])=[O:4] |f:1.2.3|. Procedure: To a solution of 2.7 g of α,2-dimethyl-5H-[1]benzopyrano [2,3-b]pyridine-7-acetic acid in 15 ml of dimethylformamide are added 0.8 g of potassium carbonate and 1.3 g of 3-chloropropionamide, and stirred at 70° C. for 7.5 hours under a nitrogen atmosphere. The reaction mixture is poured into ice water. The precipitate is extracted with ethyl acetate, washed with water and dried, and then concentrated. The residue is recrystallized from ethanol to obtain 2.4 g of 2-carbamoylethyl α,2-dimethyl-5H-[... Reactants: CC(C)(C)OC(=O)N1CCC(n2ncc3c(Cl)ncnc32)CC1, CN(C)C=O, Oc1cccc(F)c1. Yields the product CC(C)(C)OC(=O)N1CCC(n2ncc3c(Oc4cccc(F)c4)ncnc32)CC1. As a reaction SMILES: [C:1]([CH3:2])([CH3:3])([CH3:4])[O:5][C:6](=[O:7])[N:8]1[CH2:9][CH2:10][CH:11]([n:14]2[n:15][cH:16][c:17]3[c:18]2[n:19][cH:20][n:21][c:22]3[Cl:23])[CH2:12][CH2:13]1.[CH3:32][N:33]([CH3:34])[CH:35]=[O:36].[F:24][c:25]1[cH:26][c:27]([OH:31])[cH:28][cH:29][cH:30]1>>[C:1]([CH3:2])([CH3:3])([CH3:4])[O:5][C:6](=[O:7])[N:8]1[CH2:9][CH2:10][CH:11]([n:14]2[n:15][cH:16][c:17]3[c:18]2[n:19][cH:20][n:21][c:22]3[O:31][c:27]2[cH:26][c:25]([F:24])[cH:30][cH:29][cH:28]2)[CH2:12][CH2:13]1. The reactants are BrCCCBr, O=C([O-])[O-], CC#N, Oc1cccc(F)c1, [K+], [K+]. Yields the product Fc1cccc(OCCCBr)c1. As a reaction SMILES: [Br:9][CH2:10][CH2:11][CH2:12][Br:13].[C:14](=[O:15])([O-:16])[O-:17].[C:20](#[N:21])[CH3:22].[F:1][c:2]1[cH:3][c:4]([OH:8])[cH:5][cH:6][cH:7]1.[K+:18].[K+:19]>>[F:1][c:2]1[cH:3][c:4]([O:8][CH2:12][CH2:11][CH2:10][Br:9])[cH:5][cH:6][cH:7]1.